This data is from the Open Reaction Database (ORD), a public repository of structured organic reaction records. The task is: describe an organic reaction: reactants, conditions, products, and yield Starting materials: ClC1=NC=C(C(=O)O)C=C1 (6-Chloronicotinic acid), P(Cl)(Cl)(Cl)(Cl)Cl (phosphorus pentachloride), P(=O)(Cl)(Cl)Cl (phosphorus oxychloride), P(=O)(Cl)(Cl)Cl (phosphorus oxychloride). Run at temperature 120 celsius, time 3 hour. The product is ClC1=NC=C(CCl)C=C1 (6-chloronicotinyl chloride). The yield is 108.6%. Reaction SMILES: [Cl:1][C:2]1[CH:10]=[CH:9][C:5]([C:6](O)=O)=[CH:4][N:3]=1.P(Cl)(Cl)(Cl)(Cl)[Cl:12].P(Cl)(Cl)(Cl)=O>>[Cl:1][C:2]1[CH:10]=[CH:9][C:5]([CH2:6][Cl:12])=[CH:4][N:3]=1. Procedure details: 6-Chloronicotinic acid (23.36 g, 0.18 mol), phosphorus pentachloride (41.65 g, 0.20 mol) and phosphorus oxychloride (20.50 ml, 0.22 mol) were stirred vigorously together at ambient temperature (20° C.). The resulting mixture was heated with stirring to 120° C. and kept at that temperature for a further 3 hours. The mixture was then allowed to cool to ambient temperature (20° C.) and excess phosphorus oxychloride was evaporated off under reduced pressure to yield 6-chloronicotinyl chloride as a b... Starting materials: CNC=O, CO, CC1=C(C(=O)O)N2C(=O)C(NC(=O)C(N)c3ccc(O)cc3)C2SC1, CC(C)O, O. Yields the product CC1=C(C(=O)O)N2C(=O)C(NC(=O)C(N)c3ccc(O)cc3)C2SC1. As a reaction SMILES: [CH3:26][NH:27][CH:28]=[O:29].[CH3:30][OH:31].[CH:1]12[S:2][CH2:3][C:4]([CH3:5])=[C:6]([C:23]([OH:24])=[O:25])[N:7]1[C:8](=[O:9])[CH:10]2[NH:11][C:12](=[O:13])[CH:14]([NH2:15])[c:16]1[cH:17][cH:18][c:19]([OH:20])[cH:21][cH:22]1.[CH:32]([OH:33])([CH3:34])[CH3:35].[OH2:36]>>[CH:1]12[S:2][CH2:3][C:4]([CH3:5])=[C:6]([C:23](=[O:24])[OH:25])[N:7]1[C:8](=[O:9])[CH:10]2[NH:11][C:12](=[O:13])[CH:14]([NH2:15])[c:16]1[cH:17][cH:18][c:19]([OH:20])[cH:21][cH:22]1. Starting materials: ClCl (chlorine), ClCC(C(C(F)(F)F)(F)F)(F)F (1-chloro-2,2,3,3,4,4,4-heptafluorobutane). Product: ClC(C(C(C(F)(F)F)(F)F)(F)F)Cl (1,1-dichloro-2,2,3,3,4,4,4-heptafluorobutane). As a reaction SMILES: [Cl:1]Cl.[Cl:3][CH2:4][C:5]([F:14])([F:13])[C:6]([F:12])([F:11])[C:7]([F:10])([F:9])[F:8]>>[Cl:3][CH:4]([Cl:1])[C:5]([F:13])([F:14])[C:6]([F:11])([F:12])[C:7]([F:9])([F:8])[F:10]. Reported procedure: For example, to prepare 1,1-dichloro-2,2,3,3,4,4,4-heptafluorobutane, 2,2,3,3,4,4,4-heptafluorobutanol and p-toluenesulfonyl chloride are reacted to form 2,2,3,3,4,4,4-heptafluorobutyl-p-toluenesulfonate. Then, N-methylpyrrolidone, lithium chloride, and the 2,2,3,3,4,4,4-heptafluorobutyl-p-toluenesulfonate are reacted to form 1-chloro-2,2,3,3,4,4,4-heptafluorobutane. Finally, chlorine and the 1-chloro-2,2,3,3,4,4,4-heptafluorobutane are reacted to form the 1,1-dichloro-2,2,3,3,4,4,4-heptafluorob...